The task is: describe an organic reaction: reactants, conditions, products, and yield. This data is from the Open Reaction Database (ORD), a public repository of structured organic reaction records. The reactants are C([O-])([O-])=O.[Cs+].[Cs+] (Cesium carbonate), COC(COC1=C(C=C(C=C1)O)C)=O ((4-Hydroxy-2-methyl-phenoxy)-acetic acid methyl ester), BrCC1=NC(=CC(=N1)C1=CC=C(C=C1)OC)C1=CC=C(C=C1)OC (2-bromomethyl-4,6-bis-(4-methoxy-phenyl)-pyrimidine). Run in C(C)#N (acetonitrile). Run at time 18 hour. Yields the product COC(COC1=C(C=C(C=C1)OCC1=NC(=CC(=N1)C1=CC=C(C=C1)OC)C1=CC=C(C=C1)OC)C)=O ({4-[4,6-Bis-(4-methoxy-phenyl)-pyrimidin-2-ylmethoxy]-2-methyl-phenoxy}-acetic acid methyl ester). As a reaction SMILES: [CH3:1][O:2][C:3](=[O:14])[CH2:4][O:5][C:6]1[CH:11]=[CH:10][C:9]([OH:12])=[CH:8][C:7]=1[CH3:13].C(=O)([O-])[O-].[Cs+].[Cs+].Br[CH2:22][C:23]1[N:28]=[C:27]([C:29]2[CH:34]=[CH:33][C:32]([O:35][CH3:36])=[CH:31][CH:30]=2)[CH:26]=[C:25]([C:37]2[CH:42]=[CH:41][C:40]([O:43][CH3:44])=[CH:39][CH:38]=2)[N:24]=1>C(#N)C>[CH3:1][O:2][C:3](=[O:14])[CH2:4][O:5][C:6]1[CH:11]=[CH:10][C:9]([O:12][CH2:22][C:23]2[N:24]=[C:25]([C:37]3[CH:38]=[CH:39][C:40]([O:43][CH3:44])=[CH:41][CH:42]=3)[CH:26]=[C:27]([C:29]3[CH:30]=[CH:31][C:32]([O:35][CH3:36])=[CH:33][CH:34]=3)[N:28]=2)=[CH:8][C:7]=1[CH3:13] |f:1.2.3|. Reported procedure: (4-Hydroxy-2-methyl-phenoxy)-acetic acid methyl ester 4 (0.13 g, 0.66 mmol) is dissolved in dry acetonitrile (3 mL). Cesium carbonate (0.40 g, 1.2 mmol) is added, followed by 32-bromomethyl-4,6-bis-(4-methoxy-phenyl)-pyrimidine 24 from Step C above. The mixture is stirred under nitrogen at room temperature for 18 hours. The resulting suspension is filtered, the solids are washed with more acetonitrile, and the resulting clear solution is concentrated to yield crude {4-[4,6-Bis-(4-methoxy-phenyl)... Reactants: imine, [BH4-].[Na+] (sodium borohydride), COC=1C=C(C=CC1)[C@@H](C)N ((R)-1-(3-methoxyphenyl)ethylamine), C(C=CC1=CC=CC=C1)#N (cinnamonitrile), [H-].C(C(C)C)[Al+]CC(C)C (diisobutyl aluminum hydride). The product is C1(=CC=CC=C1)C=CCN[C@H](C)C1=CC(=CC=C1)OC ((R)-N-(3-phenylprop-2-enyl)-1-(3-methoxyphenyl)ethylamine), 25E. As a reaction SMILES: [C:1](#[N:10])[CH:2]=[CH:3][C:4]1[CH:9]=[CH:8][CH:7]=[CH:6][CH:5]=1.[H-].C([Al+]CC(C)C)C(C)C.[CH3:21][O:22][C:23]1[CH:24]=[C:25]([C@H:29](N)[CH3:30])[CH:26]=[CH:27][CH:28]=1.[BH4-].[Na+]>>[C:4]1([CH:3]=[CH:2][CH2:1][NH:10][C@@H:29]([C:25]2[CH:26]=[CH:27][CH:28]=[C:23]([O:22][CH3:21])[CH:24]=2)[CH3:30])[CH:9]=[CH:8][CH:7]=[CH:6][CH:5]=1 |f:1.2,4.5|. Procedure details: In a similar fashion, cinnamonitrile was treated with diisobutyl aluminum hydride and the intermediate aluminum-imine complex treated with (R)-1-(3-methoxyphenyl)ethylamine. The intermediate imine was treated with ethanolic sodium borohydride. Work-up and chromatography yielded (R)-N-(3-phenylprop-2-enyl)-1-(3-methoxyphenyl)ethylamine, 25E, as a clear colorless oil; m/z (rel. int.) 267 (M+. 3), 252 (14),176 (17), 135 (62),117 (100), 105 (28), 91 (56), 77 (33). Reactants: CO, [Cl-], [Fe], O=[N+]([O-])c1cccc(CN2CCCCCC2)c1, [NH4+], O. RXN SMILES: [CH3:21][OH:22].[Cl-:18].[Fe:23].[N+:1]([O-:2])(=[O:3])[c:4]1[cH:5][c:6]([CH2:7][N:8]2[CH2:9][CH2:10][CH2:11][CH2:12][CH2:13][CH2:14]2)[cH:15][cH:16][cH:17]1.[NH4+:19].[OH2:20]>>[NH2:1][c:4]1[cH:5][c:6]([CH2:7][N:8]2[CH2:9][CH2:10][CH2:11][CH2:12][CH2:13][CH2:14]2)[cH:15][cH:16][cH:17]1. Yields the product Nc1cccc(CN2CCCCCC2)c1.